Task: describe an organic reaction: reactants, conditions, products, and yield. Dataset: the Open Reaction Database (ORD), a public repository of structured organic reaction records Starting materials: C(C)OC=1C=C2CCN(CC2=CC1S(=O)(=O)Cl)C(C(F)(F)F)=O (6-ethoxy-2-(2,2,2-trifluoro-ethanoyl)-1,2,3,4-tetrahydro-isoquinoline-7-sulfonyl chloride), [F-].[K+] (potassium fluoride), C([O-])(O)=O.[Na+] (sodium bicarbonate). Run in C(C)#N (acetonitrile). Product: FC1=CC=C(C=C1)S(=O)(=O)C=1C(=CC2=C(CCN(CC2)C)C1)N(C)C ([8-(4-Fluoro-benzenesulfonyl)-3-methyl-2,3,4,5-tetrahydro-1H-3-benzazepin-7-yl]-dimethyl-amine). The yield is 173.9%. Reaction SMILES: C(O[C:4]1[CH:5]=[C:6]2[C:11](=[CH:12][C:13]=1[S:14](Cl)(=[O:16])=[O:15])[CH2:10][N:9]([C:18](=O)[C:19](F)(F)F)[CH2:8][CH2:7]2)C.[F-:24].[K+].C(=O)(O)[O-].[Na+]>C(#N)C>[F:24][C:4]1[CH:5]=[CH:6][C:11]([S:14]([C:13]2[C:4]([N:9]([CH3:10])[CH3:8])=[CH:5][C:6]3[CH2:7][CH2:8][N:9]([CH3:10])[CH2:18][CH2:19][C:11]=3[CH:12]=2)(=[O:15])=[O:16])=[CH:12][CH:13]=1 |f:1.2,3.4|. Reported procedure: To a solution of 6-ethoxy-2-(2,2,2-trifluoro-ethanoyl)-1,2,3,4-tetrahydro-isoquinoline-7-sulfonyl chloride (0.34 g, 0.92 mmol) in acetonitrile (3.8 mL) was added potassium fluoride (0.28 g, 4.8 mmol) and 18-crown-16 (1 crystal). The mixture was stirred at room temperature overnight before addition of aqueous sodium bicarbonate to pH 8. The resulting mixture was extracted with ethyl acetate, dried over MgSO4 and evaporated to dryness yielding the subtitled compound as a white solid (0.29 g). MH−3... Starting materials: [H-].[Na+] (sodium hydride), CI (methyl iodide), C(C1=CC=CC=C1)C1=CC(=NC=C1Br)N1C[C@H]([C@@H](C1)O)O (4-benzyl-5-bromo-2-[(3R,4R)-3,4-dihydroxypyrrolidine-1-yl]pyridine). The solvent is O1CCCC1 (tetrahydrofuran). Run at time 6 hour. Product: C(C1=CC=CC=C1)C1=CC(=NC=C1Br)N1C[C@H]([C@@H](C1)OC)O (4-Benzyl-5-bromo-2-[(3R,4R)-3-hydroxy-4-methoxypyrrolidine-1-yl]pyridine). As a reaction SMILES: [H-].[Na+].[CH3:3]I.[CH2:5]([C:12]1[C:17]([Br:18])=[CH:16][N:15]=[C:14]([N:19]2[CH2:23][C@@H:22]([OH:24])[C@H:21]([OH:25])[CH2:20]2)[CH:13]=1)[C:6]1[CH:11]=[CH:10][CH:9]=[CH:8][CH:7]=1>O1CCCC1>[CH2:5]([C:12]1[C:17]([Br:18])=[CH:16][N:15]=[C:14]([N:19]2[CH2:20][C@@H:21]([O:25][CH3:3])[C@H:22]([OH:24])[CH2:23]2)[CH:13]=1)[C:6]1[CH:7]=[CH:8][CH:9]=[CH:10][CH:11]=1 |f:0.1|. Procedure: 190 mg of 60% oily sodium hydride and 0.3 ml of methyl iodide were added to a solution of 1.67 g of 4-benzyl-5-bromo-2-[(3R,4R)-3,4-dihydroxypyrrolidine-1-yl]pyridine in tetrahydrofuran, followed by stirring for 6 hours. Then, the reaction solution was extracted with ethyl acetate-water, and the organic phase was washed with water and brine, dried over anhydrous magnesium sulfate and evaporated. The residue was subjected to silica gel column chromatography and eluted with 50% ethyl acetate, to g... The reactants are ClCCl, COc1cc2c(Oc3cc(C)c(C)nc3-c3ccccn3)ccnc2cc1OCC1CO1, [Na+], [OH-], O, O=C(O)C(F)(F)F. Yields the product COc1cc2c(Oc3cc(C)c(C)nc3-c3ccccn3)ccnc2cc1OCC(O)CO. Reaction SMILES: [CH2:43]([Cl:44])[Cl:45].[CH3:1][O:2][c:3]1[cH:4][c:5]2[c:6]([O:18][c:19]3[c:20](-[c:27]4[n:28][cH:29][cH:30][cH:31][cH:32]4)[n:21][c:22]([CH3:26])[c:23]([CH3:25])[cH:24]3)[cH:7][cH:8][n:9][c:10]2[cH:11][c:12]1[O:13][CH2:14][CH:15]1[O:16][CH2:17]1.[Na+:41].[OH-:40].[OH2:42].[OH:33][C:34]([C:35]([F:36])([F:37])[F:38])=[O:39]>>[CH3:1][O:2][c:3]1[cH:4][c:5]2[c:6]([O:18][c:19]3[c:20](-[c:27]4[n:28][cH:29][cH:30][cH:31][cH:32]4)[n:21][c:22]([CH3:26])[c:23]([CH3:25])[cH:24]3)[cH:7][cH:8][n:9][c:10]2[cH:11][c:12]1[O:13][CH2:14][CH:15]([CH2:17][OH:16])[OH:33]. The reactants are CCOC(=O)CC(=O)OCC, [Cl-], [Cl-], [Cl-], O=C(Cl)C(=O)Cl, ClCCl, O=C(O)C1(c2ccccc2F)CCOCC1, [Mg+2], CN(C)C=O. Product: CCOC(=O)C(C(=O)OCC)C(=O)C1(c2ccccc2F)CCOCC1. RXN SMILES: [C:23]([CH2:24][C:25](=[O:26])[O:27][CH2:28][CH3:29])(=[O:30])[O:31][CH2:32][CH3:33].[Cl-:34].[Cl-:36].[Cl-:37].[Cl:17][C:18]([C:19]([Cl:20])=[O:21])=[O:22].[Cl:38][CH2:39][Cl:40].[F:1][c:2]1[c:3]([C:8]2([C:14](=[O:15])[OH:16])[CH2:9][CH2:10][O:11][CH2:12][CH2:13]2)[cH:4][cH:5][cH:6][cH:7]1.[Mg+2:35].[O:41]=[CH:42][N:43]([CH3:44])[CH3:45]>>[F:1][c:2]1[c:3]([C:8]2([C:14](=[O:16])[CH:24]([C:23](=[O:30])[O:31][CH2:32][CH3:33])[C:25](=[O:26])[O:27][CH2:28][CH3:29])[CH2:9][CH2:10][O:11][CH2:12][CH2:13]2)[cH:4][cH:5][cH:6][cH:7]1. Starting materials: pyridine-3-boric acid, BrC=1C=C(C=CC1OCCN1CCCC1)C#CC1=NC=C(C=C1)C1=CC=C(C=C1)Cl (2-[3-bromo-4-(2-pyrrolidin-1-yl-ethoxy)-phenylethynyl]-5-(4-chloro-phenyl)-pyridine), C(=O)([O-])[O-].[Na+].[Na+] (Na2CO3), tetrakis-triphenylphosphane palladium. Solvent: O1CCOCC1 (1,4-dioxane), CO (methanol). The product is ClC1=CC=C(C=C1)C=1C=CC(=NC1)C#CC1=CC(=C(C=C1)OCCN1CCCC1)C1=NC=CC=C1 (5-(4-chloro-phenyl)-2-[3-pyridin-2-yl-4-(2-pyrrolidin-1-yl-ethoxy)-phenylethynyl]-pyridine). As a reaction SMILES: Br[C:2]1[CH:3]=[C:4]([C:16]#[C:17][C:18]2[CH:23]=[CH:22][C:21]([C:24]3[CH:29]=[CH:28][C:27]([Cl:30])=[CH:26][CH:25]=3)=[CH:20][N:19]=2)[CH:5]=[CH:6][C:7]=1[O:8][CH2:9][CH2:10][N:11]1[CH2:15][CH2:14][CH2:13][CH2:12]1.C([O-])([O-])=O.[Na+].[Na+]>O1CCOCC1.CO>[Cl:30][C:27]1[CH:28]=[CH:29][C:24]([C:21]2[CH:22]=[CH:23][C:18]([C:17]#[C:16][C:4]3[CH:5]=[CH:6][C:7]([O:8][CH2:9][CH2:10][N:11]4[CH2:15][CH2:14][CH2:13][CH2:12]4)=[C:2]([C:18]4[CH:23]=[CH:22][CH:21]=[CH:20][N:19]=4)[CH:3]=3)=[N:19][CH:20]=2)=[CH:25][CH:26]=1 |f:1.2.3|. Procedure: 30 mg (0.24 mmol) pyridine-3-boric acid are added to a solution of 115 mg (0.24 mmol) 2-[3-bromo-4-(2-pyrrolidin-1-yl-ethoxy)-phenylethynyl]-5-(4-chloro-phenyl)-pyridine (see Example 3.7), 0.5 mL (1.00 mmol) of a 2 M Na2CO3 solution and 15 mg (0.24 mmol) tetrakis-triphenylphosphane-palladium in 1 mL 1,4-dioxane and 0.3 mL methanol. The reaction mixture is refluxed for 6 h. After filtration the solvent is eliminated i.vac. The purification is carried out by column chromatography on silica gel (gr... Starting materials: CN1CCOCC1 (NMM), C(=O)(OCC1=CC=CC=C1)NCCOCC1=CC=C(C(=O)O)C=C1 (4-[2-(N-Cbz-amino)ethoxymethyl]benzoic acid), C=1C=CC2=C(C1)N=NN2O (HOBT), Cl.NC[C@@H](C(=O)OC(C)(C)C)NS(=O)(=O)C1=CC=CC=C1 (tert-Butyl 3-amino-2(S)-phenylsulfonylaminopropionate hydrochloride), C(CCl)Cl (EDC). The solvent is CCOC(=O)C (EtOAc), CN(C)C=O (DMF). The product is C(C)(C)(C)OC([C@H](CNC(C1=CC=C(C=C1)COCCNC(=O)OCC1=CC=CC=C1)=O)NS(=O)(=O)C1=CC=CC=C1)=O (4-[2-(N-Cbz-Amino)ethyloxymethyl]benzoyl-2(S)-phenylsulfonylamino-β-alanine t-butyl ester). Reaction SMILES: [C:1]([NH:11][CH2:12][CH2:13][O:14][CH2:15][C:16]1[CH:24]=[CH:23][C:19]([C:20]([OH:22])=O)=[CH:18][CH:17]=1)([O:3][CH2:4][C:5]1[CH:10]=[CH:9][CH:8]=[CH:7][CH:6]=1)=[O:2].Cl.[NH2:26][CH2:27][C@H:28]([NH:36][S:37]([C:40]1[CH:45]=[CH:44][CH:43]=[CH:42][CH:41]=1)(=[O:39])=[O:38])[C:29]([O:31][C:32]([CH3:35])([CH3:34])[CH3:33])=[O:30].C(Cl)CCl.C1C=CC2N(O)N=NC=2C=1.CN1CCOCC1>CN(C=O)C.CCOC(C)=O>[C:32]([O:31][C:29](=[O:30])[C@@H:28]([NH:36][S:37]([C:40]1[CH:45]=[CH:44][CH:43]=[CH:42][CH:41]=1)(=[O:39])=[O:38])[CH2:27][NH:26][C:20](=[O:22])[C:19]1[CH:18]=[CH:17][C:16]([CH2:15][O:14][CH2:13][CH2:12][NH:11][C:1]([O:3][CH2:4][C:5]2[CH:6]=[CH:7][CH:8]=[CH:9][CH:10]=2)=[O:2])=[CH:24][CH:23]=1)([CH3:35])([CH3:33])[CH3:34] |f:1.2|. Procedure: Acid 15-3 (300 mg, 0.91 mmol), amine 2-1 (325 mg, 0.91 mmol), EDC (209 mg, 1.09 mmol), HOBT (148 mg, 1.10 mmol), and NMM (300 μL, 2.7 mmol) were combined in 4.5 mL DMF. After 16 h the mixture was diluted with EtOAc, washed with water, 10% KHSO4, sat NaHCO3, and brine, dried (MgSO4), and concentrated. Flash chromatography (silica, 70% EtOAc/hexane) provided 15-4 as an off-white solid.